This data is from the Open Reaction Database (ORD), a public repository of structured organic reaction records. The task is: describe an organic reaction: reactants, conditions, products, and yield Reactants: [Si](C)(C)(C(C)(C)C)OC=1C=C(C=CC1)C=CC=1C=C(C=CC1)CCCCCCC(C)(O)C (8-(3-{2-[3-(tert-butyldimethylsilanyloxy)phenyl]vinyl}phenyl)-2-methyloctan-2-ol), [F-].C(CCC)[N+](CCCC)(CCCC)CCCC (tetrabutylammonium fluoride). The solvent is C1CCOC1 (THF). Product: OC(CCCCCCC=1C=C(C=CC1)C=CC=1C=C(C=CC1)O)(C)C (3-{2-[3-(7-Hydroxy-7-methyloctyl)phenyl]vinyl}phenol). As a reaction SMILES: [Si]([O:8][C:9]1[CH:10]=[C:11]([CH:15]=[CH:16][C:17]2[CH:18]=[C:19]([CH2:23][CH2:24][CH2:25][CH2:26][CH2:27][CH2:28][C:29]([CH3:32])([OH:31])[CH3:30])[CH:20]=[CH:21][CH:22]=2)[CH:12]=[CH:13][CH:14]=1)(C(C)(C)C)(C)C.[F-].C([N+](CCCC)(CCCC)CCCC)CCC>C1COCC1>[OH:31][C:29]([CH3:32])([CH3:30])[CH2:28][CH2:27][CH2:26][CH2:25][CH2:24][CH2:23][C:19]1[CH:18]=[C:17]([CH:16]=[CH:15][C:11]2[CH:10]=[C:9]([OH:8])[CH:14]=[CH:13][CH:12]=2)[CH:22]=[CH:21][CH:20]=1 |f:1.2|. Reported procedure: In a manner similar to Example 3(i), by reacting 207 mg (0.46 mmol) of 8-(3-{2-[3-(tert-butyldimethylsilanyloxy)phenyl]vinyl}phenyl)-2-methyloctan-2-ol with 0.5 ml of tetrabutylammonium fluoride 1M/THF, after purification on a silica column (ethyl acetate 30-heptane 70), a white powder (m=203 mg; Y=32%) is obtained. m.p.=142-3° C. Reactants: C1CCC2=NCCCN2CC1, CC#N, O=C(O)c1cn(C2CC2)c2c(F)c(F)c(F)cc2c1=O, Cl, O=C(O)C(F)(F)F, c1ncn(C2CCCNC2)n1. Yields the product O=C(O)c1cn(C2CC2)c2c(F)c(N3CCCC(n4cncn4)C3)c(F)cc2c1=O. RXN SMILES: [CH2:13]1[CH2:14][CH2:15][C:16]2=[N:21][CH2:20][CH2:19][CH2:18][N:17]2[CH2:22][CH2:23]1.[CH3:51][C:52]#[N:53].[CH:24]1([n:27]2[cH:28][c:29]([C:41](=[O:42])[OH:43])[c:30](=[O:40])[c:31]3[cH:32][c:33]([F:39])[c:34]([F:38])[c:35]([F:37])[c:36]23)[CH2:25][CH2:26]1.[ClH:1].[F:44][C:45]([F:46])([F:47])[C:48]([OH:49])=[O:50].[n:2]1([CH:7]2[CH2:8][NH:9][CH2:10][CH2:11][CH2:12]2)[n:3][cH:4][n:5][cH:6]1>>[n:2]1([CH:7]2[CH2:8][N:9]([c:34]3[c:33]([F:39])[cH:32][c:31]4[c:30](=[O:40])[c:29]([C:41](=[O:42])[OH:43])[cH:28][n:27]([CH:24]5[CH2:25][CH2:26]5)[c:36]4[c:35]3[F:37])[CH2:10][CH2:11][CH2:12]2)[n:3][cH:4][n:5][cH:6]1. Reactants: C1CCOC1, CO, CCC(N=[N+]=[N-])c1cnccn1, O. Product: CCC(N)c1cnccn1. As a reaction SMILES: [CH2:15]1[O:16][CH2:17][CH2:18][CH2:19]1.[CH3:13][OH:14].[N:1](=[N+:2]=[N-:3])[CH:4]([CH2:5][CH3:6])[c:7]1[n:8][cH:9][cH:10][n:11][cH:12]1.[OH2:20]>>[NH2:1][CH:4]([CH2:5][CH3:6])[c:7]1[n:8][cH:9][cH:10][n:11][cH:12]1. The reactants are N12CCCCCC2=NCCC1 (1,8-diazabicyclo[5.4.0]undec-7-ene), C(C)(CC)C=1C[C@H]2CC([C@H]2C1)=CC(=O)OC(C)(C)C (Tert-butyl(±)-[(1S,5R)-3-sec-butylbicyclo[3.2.0]hept-3-en-6-ylidene]acetate), [N+](=O)([O-])C (nitromethane), P(=O)(O)(O)[O-].[K+] (potassium dihydrogen phosphate). Reaction conditions: temperature 60 celsius, time 5 hour. Product: [N+](=O)([O-])C[C@@]1([C@H]2C=C(C[C@H]2C1)C(C)CC)CC(=O)OC(C)(C)C (Tert-butyl(±)-[(1S,5R,6R)-6-(nitromethyl)-3-sec-butylbicyclo[3.2.0]hept-3-en-6-yl]acetate). RXN SMILES: [CH:1]([C:5]1[CH2:6][C@@H:7]2[C@H:10]([CH:11]=1)[C:9](=[CH:12][C:13]([O:15][C:16]([CH3:19])([CH3:18])[CH3:17])=[O:14])[CH2:8]2)([CH2:3][CH3:4])[CH3:2].N12CCCN=C1CCCCC2.P([O-])(O)(O)=O.[K+].[N+:37]([CH3:40])([O-:39])=[O:38]>>[N+:37]([CH2:40][C@@:9]1([CH2:12][C:13]([O:15][C:16]([CH3:17])([CH3:19])[CH3:18])=[O:14])[CH2:8][C@H:7]2[C@@H:10]1[CH:11]=[C:5]([CH:1]([CH2:3][CH3:4])[CH3:2])[CH2:6]2)([O-:39])=[O:38] |f:2.3|. Procedure details: Tert-butyl(±)-[(1S,5R)-3-sec-butylbicyclo[3.2.0]hept-3-en-6-ylidene]acetate (3.10 g, 11.8 mmol) was dissolved in nitromethane (30 mL). To the solution, 1,8-diazabicyclo[5.4.0]undec-7-ene (2.20 g, 14.5 mmol) was added, and the mixture was stirred at 60° C. for 5 hours. The mixture was allowed to cool, and a saturated aqueous solution of potassium dihydrogen phosphate was then added thereto, followed by extraction with dichloromethane. The organic layer was dried over anhydrous magnesium sulfate. ... Reactants: C1CC(=O)N(C1=O)Br (NBS), CSC (methylsulfide), O (water), ClC=1C=CC(N(C1)C1=NC=C(N=C1)CO)=O (5-chloro-1-(5-hydroxymethyl-pyrazin-2-yl)-1H-pyridin-2-one). Product: BrCC=1N=CC(=NC1)N1C(C=CC(=C1)Cl)=O (1-(5-bromomethyl-pyrazin-2-yl)-5-chloro-1H-pyridin-2-one). As a reaction SMILES: C1C(=O)N([Br:8])C(=O)C1.CSC.[Cl:12][C:13]1[CH:14]=[CH:15][C:16](=[O:27])[N:17]([C:19]2[CH:24]=[N:23][C:22]([CH2:25]O)=[CH:21][N:20]=2)[CH:18]=1.O>C(Cl)Cl>[Br:8][CH2:25][C:22]1[N:23]=[CH:24][C:19]([N:17]2[CH:18]=[C:13]([Cl:12])[CH:14]=[CH:15][C:16]2=[O:27])=[N:20][CH:21]=1. Procedure: To a slurry of NBS (0.598 g, 3.36 mmol) in CH2Cl2 (10 ml) at 0° C. was added methylsulfide (0.296 ml, 4.035 mmol). The slurry was cooled to -20° C. and the alcohol from step 3 (0.532 g, 2.24 mmol) was added followed by CH2Cl2 (10 ml). The reaction was stirred at 0° C. for 3 hrs and then at room temperature for 24 hrs. The reaction was poured into water and extracted into CH2Cl2 and the combined extracts were dried (MgSO4) and evaporated in vacuo. The residue was chromatographed (silica gel, EtOA... Conditions: temperature -20 celsius, time 3 hour. The solvent is C(Cl)Cl (CH2Cl2), C(Cl)Cl (CH2Cl2). Starting materials: C(C)P(C1CCCCC1)C1CCCCC1 (ethyl-dicyclohexylphosphine), 50, N12CC(C(CC1)CC2)=O (3-quinuclidinone). Reagents/catalysts: C1/C=C\CC/C=C\C1.C1/C=C\CC/C=C\C1.[Cl-].[Cl-].[Rh].[Rh] (bis(1,5-cyclooctadiene)dirhodium(I) dichloride). Solvent: CO (methanol). Reaction conditions: time 22 hour. Product: N12C[C@H](C(CC1)CC2)O ((S)-3-quinuclidinol). Isolated yield 66.8%. As a reaction SMILES: C(P(C1CCCCC1)C1CCCCC1)C.[N:16]12[CH2:23][CH2:22][CH:19]([CH2:20][CH2:21]1)[C:18](=[O:24])[CH2:17]2>CO.C1CC=CCCC=C1.C1CC=CCCC=C1.[Cl-].[Cl-].[Rh].[Rh]>[N:16]12[CH2:23][CH2:22][CH:19]([CH2:20][CH2:21]1)[C@H:18]([OH:24])[CH2:17]2 |f:3.4.5.6.7.8|. Procedure details: In an autoclave (160 ml), a solution of 200 mg (0.41 mmol) of bis(1,5-cyclooctadiene)dirhodium(I) dichloride and 480 mg (0.81 mmol) of (R)-1-[(S)-2-diphenylphosphino)ferrocenyl]ethyl-dicyclohexylphosphine (IIIb, corresponding to an educt/catalyst molar ratio of 50) in 70 ml of degassed methanol was added to 5.00 g (40 mmol) of 3-quinuclidinone under argon. The mixture was hydrogenated for 22 hours at 75° C. and 50 bar of H2. After evaporation of the reaction solution, the pH was adjusted to 1 wi... Reactants: N(C1=CC=CC=C1)C=1N(C2=CC(=NC(=C2C(C1)=O)Cl)C)C1=CC=CC=C1 (2-anilino-5-chloro-7-methyl-1-phenyl-1,6-naphthyridin-4(1H)-one), C[Mg+].[Br-] (MeMgBr). The reagents and catalysts are Cl[Ni]1([P](CCC[P](C2=CC=CC=C2)1C3=CC=CC=C3)(C4=CC=CC=C4)C5=CC=CC=C5)Cl (Ni(dppp)Cl2). Solvent: C1CCOC1 (THF). Conditions: time 24 hour. The product is N(C1=CC=CC=C1)C=1N(C2=CC(=NC(=C2C(C1)=O)C)C)C1=CC=CC=C1 (2-anilino-5,7-dimethyl-1-phenyl-1,6-naphthyridin-4(1H)-one). Yield: 41.3%. As a reaction SMILES: [NH:1]([C:8]1[N:9]([C:21]2[CH:26]=[CH:25][CH:24]=[CH:23][CH:22]=2)[C:10]2[C:15]([C:16](=[O:18])[CH:17]=1)=[C:14](Cl)[N:13]=[C:12]([CH3:20])[CH:11]=2)[C:2]1[CH:7]=[CH:6][CH:5]=[CH:4][CH:3]=1.[CH3:27][Mg+].[Br-]>C1COCC1.Cl[Ni]1(Cl)[P](C2C=CC=CC=2)(C2C=CC=CC=2)CCC[P]1(C1C=CC=CC=1)C1C=CC=CC=1>[NH:1]([C:8]1[N:9]([C:21]2[CH:26]=[CH:25][CH:24]=[CH:23][CH:22]=2)[C:10]2[C:15]([C:16](=[O:18])[CH:17]=1)=[C:14]([CH3:27])[N:13]=[C:12]([CH3:20])[CH:11]=2)[C:2]1[CH:7]=[CH:6][CH:5]=[CH:4][CH:3]=1 |f:1.2,^1:37,53|. Reported procedure: To a solution of 2-anilino-5-chloro-7-methyl-1-phenyl-1,6-naphthyridin-4(1H)-one (80 mg, 0.22 mmol) in THF (3 mL) was added Ni(dppp)Cl2 (24 mg, 0.044 mmol) at room temperature. After stirring for a few minutes MeMgBr (3M, 0.59 mL, 1.76 mmol) was added and the mixture was allowed to stir for 24 h. The mixture was quenched with 1N HCl and extracted with EtOAc. The organic layer was washed with brine, dried over MgSO4, and concentrated in vacuo. Purification by reverse-phase preparative HPLC (10% C... Starting materials: C1(CCCC1)C(=O)N1CC(CC(C1)C1=CC=C(C=C1)CC)C(=O)O (1-(cyclopentylcarbonyl)-5-(4-ethylphenyl)piperidine-3-carboxylic acid), ON=C(CN1CCOCC1)N (N′-hydroxy-2-morpholin-4-ylethanimidamide). Yields the product C1(CCCC1)C(=O)N1CC(CC(C1)C1=CC=C(C=C1)CC)C1=NC(=NO1)CN1CCOCC1 (4-({5-[1-(Cyclopentylcarbonyl)-5-(4-ethylphenyl)piperidin-3-yl]-1,2,4-oxadiazol-3-yl}methyl)-morpholine). RXN SMILES: [CH:1]1([C:6]([N:8]2[CH2:13][CH:12]([C:14]3[CH:19]=[CH:18][C:17]([CH2:20][CH3:21])=[CH:16][CH:15]=3)[CH2:11][CH:10]([C:22]([OH:24])=O)[CH2:9]2)=[O:7])[CH2:5][CH2:4][CH2:3][CH2:2]1.O[N:26]=[C:27]([NH2:35])[CH2:28][N:29]1[CH2:34][CH2:33][O:32][CH2:31][CH2:30]1>>[CH:1]1([C:6]([N:8]2[CH2:13][CH:12]([C:14]3[CH:15]=[CH:16][C:17]([CH2:20][CH3:21])=[CH:18][CH:19]=3)[CH2:11][CH:10]([C:22]3[O:24][N:35]=[C:27]([CH2:28][N:29]4[CH2:34][CH2:33][O:32][CH2:31][CH2:30]4)[N:26]=3)[CH2:9]2)=[O:7])[CH2:2][CH2:3][CH2:4][CH2:5]1. Procedure: 66 mg (0.20 mmol) of 1-(cyclopentylcarbonyl)-5-(4-ethylphenyl)piperidine-3-carboxylic acid (Example 7A) and 35 mg (0.22 mmol, 1.1 eq.) of N′-hydroxy-2-morpholin-4-ylethanimidamide were reacted according to the General Method 1. Yield: 7 mg (8% of theory) Starting materials: CC1(OCC(O1)CO)C (2,2-dimethyl-1,3-dioxolane-4-methanol (solketal)), C(=O)([O-])[O-].[Cs+].[Cs+] (Cs2CO3), FC1=C(C(=C(C(=N1)F)F)F)F (pentafluoropyridine). Solvent: CS(=O)C (DMSO). Reaction conditions: temperature 60 celsius. Yields the product FC1=NC(=C(C(=C1F)OCC1OC(OC1)(C)C)F)F (2,3,5,6-tetrafluoro-4-[[(2,2-dimethyl)dioxolan-4-yl]methoxy]pyridine). The yield is 94.8%. As a reaction SMILES: [F:1][C:2]1[N:7]=[C:6]([F:8])[C:5]([F:9])=[C:4](F)[C:3]=1[F:11].[CH3:12][C:13]1([CH3:20])[O:17][CH:16]([CH2:18][OH:19])[CH2:15][O:14]1.C([O-])([O-])=O.[Cs+].[Cs+]>CS(C)=O>[F:8][C:6]1[C:5]([F:9])=[C:4]([O:19][CH2:18][CH:16]2[CH2:15][O:14][C:13]([CH3:20])([CH3:12])[O:17]2)[C:3]([F:11])=[C:2]([F:1])[N:7]=1 |f:2.3.4|. Reported procedure: To pentafluoropyridine (2.0 g, 12 mmol) dissolved in DMSO was added 2,2-dimethyl-1,3-dioxolane-4-methanol (solketal) (1.5 mL, 12 mmol) and Cs2CO3 (3.8 g, 12 mmol). The slurry was heated in an oil bath at 60° C. for 1 day. The reaction was partitioned with water and ethyl acetate, washed with water and brine, dried (Na2SO4) and the solvent was removed to give 2,3,5,6-tetrafluoro-4-[[(2,2-dimethyl)dioxolan-4-yl]methoxy]pyridine (3.2 g). The reactants are CNC.O1CCCC1 (dimethylamine tetrahydrofuran), O.O.ON1N=NC2=C1C=CC=C2 (1-hydroxybenzotriazole dihydrate), Cl.C(C)N=C=NCCCN(C)C (1-ethyl-3-(3-dimethylaminopropyl)carbodiimide hydrochloride), C([O-])(O)=O.[Na+] (sodium bicarbonate), COC1=C(C=C(C=C1)C(=O)O)B(O)O (2-methoxy-5-carboxyphenylboronic acid). Solvent: CN(C=O)C (N,N-dimethylformamide). Run at time 3 hour. Yields the product COC1=C(C=C(C=C1)C(N(C)C)=O)B(O)O (2-methoxy-5-dimethylcarbamoylphenylboronic acid). Reaction SMILES: [CH3:1][O:2][C:3]1[CH:8]=[CH:7][C:6]([C:9](O)=[O:10])=[CH:5][C:4]=1[B:12]([OH:14])[OH:13].[CH3:15][NH:16][CH3:17].O1CCCC1.O.O.ON1C2C=CC=CC=2N=N1.Cl.C(N=C=NCCCN(C)C)C.C(=O)(O)[O-].[Na+]>CN(C)C=O>[CH3:1][O:2][C:3]1[CH:8]=[CH:7][C:6]([C:9](=[O:10])[N:16]([CH3:17])[CH3:15])=[CH:5][C:4]=1[B:12]([OH:14])[OH:13] |f:1.2,3.4.5,6.7,8.9|. Procedure: The crude 2-methoxy-5-carboxyphenylboronic acid (370 mg) is dissolved in N,N-dimethylformamide (10 ml), and thereto are added 2.0M-dimethylamine/tetrahydrofuran solution (1.9 ml), 1-hydroxybenzotriazole dihydrate (725 mg), 1-ethyl-3-(3-dimethylaminopropyl)carbodiimide hydrochloride (579 mg). The mixture is stirred at room temperature for 3 hours, and thereto is added a saturated aqueous sodium bicarbonate solution, and the mixture is extracted with ethyl acetate twice. The organic layer is dried...